This data is from the Open Reaction Database (ORD), a public repository of structured organic reaction records. The task is: describe an organic reaction: reactants, conditions, products, and yield The reactants are ClC1=CC=C(C=C1)C1=NN(C(N1C[C@@H](C(F)(F)F)O)=O)CC1=CC=C(C(=C1)C1=C(C=CC=C1)C(F)(F)F)C(=O)OC (Methyl 5-({3-(4-chlorophenyl)-5-oxo-4-[(2S)-3,3,3-trifluoro-2-hydroxypropyl]-4,5-dihydro-1H-1,2,4-triazol-1-yl}methyl)-2′-(trifluoromethyl)biphenyl-2-carboxylate), [OH-].[Na+] (sodium hydroxide). Solvent: C1CCOC1 (THF), CO (methanol), O (water). Conditions: temperature 80 celsius, time 16 hour. Yields the product ClC1=CC=C(C=C1)C1=NN(C(N1C[C@@H](C(F)(F)F)O)=O)CC1=CC=C(C(=C1)C1=C(C=CC=C1)C(F)(F)F)C(=O)O (5-({3-(4-Chlorophenyl)-5-oxo-4-[(2S)-3,3,3-trifluoro-2-hydroxypropyl]-4,5-dihydro-1H-1,2,4-triazol-1-yl}methyl)-2′-(trifluoromethyl)biphenyl-2-carboxylic acid). RXN SMILES: [Cl:1][C:2]1[CH:7]=[CH:6][C:5]([C:8]2[N:12]([CH2:13][C@H:14]([OH:19])[C:15]([F:18])([F:17])[F:16])[C:11](=[O:20])[N:10]([CH2:21][C:22]3[CH:27]=[C:26]([C:28]4[CH:33]=[CH:32][CH:31]=[CH:30][C:29]=4[C:34]([F:37])([F:36])[F:35])[C:25]([C:38]([O:40]C)=[O:39])=[CH:24][CH:23]=3)[N:9]=2)=[CH:4][CH:3]=1.[OH-].[Na+]>C1COCC1.CO.O>[Cl:1][C:2]1[CH:7]=[CH:6][C:5]([C:8]2[N:12]([CH2:13][C@H:14]([OH:19])[C:15]([F:16])([F:17])[F:18])[C:11](=[O:20])[N:10]([CH2:21][C:22]3[CH:27]=[C:26]([C:28]4[CH:33]=[CH:32][CH:31]=[CH:30][C:29]=4[C:34]([F:36])([F:37])[F:35])[C:25]([C:38]([OH:40])=[O:39])=[CH:24][CH:23]=3)[N:9]=2)=[CH:4][CH:3]=1 |f:1.2|. Procedure details: 215 mg (0.36 mmol) of the compound from Example 139 were dissolved in 3 ml of THF and 3 ml of methanol, and 0.36 ml of 2 N aqueous sodium hydroxide solution was added. The mixture was stirred at 80° C. for 16 h. For work-up, the mixture was diluted with 10 ml of water and extracted twice with in each case 10 ml of ethyl acetate. The aqueous phase was acidified with 1 N hydrochloric acid and once more extracted with 10 ml of ethyl acetate. The organic phases were combined, dried over magnesium su... The reactants are [H-].[Na+] (Sodium hydride), ClC1=C(C(=O)O)C=CC=N1 (2-Chloronicotinic acid), CN(C=O)C (dimethyl formamide), ClC=1C=C(C=CC1Cl)O (3,4-Dichlorophenol). Solvent: O (water). Reaction conditions: time 5 minute. The product is ClC=1C=C(OC2=C(C(=O)O)C=CC=N2)C=CC1Cl (2-(3,4-Dichlorophenoxy)nicotinic Acid). Yield: 19.7%. As a reaction SMILES: [H-].[Na+].CN(C)C=O.[Cl:8][C:9]1[CH:10]=[C:11]([OH:16])[CH:12]=[CH:13][C:14]=1[Cl:15].Cl[C:18]1[N:26]=[CH:25][CH:24]=[CH:23][C:19]=1[C:20]([OH:22])=[O:21]>O>[Cl:8][C:9]1[CH:10]=[C:11]([CH:12]=[CH:13][C:14]=1[Cl:15])[O:16][C:18]1[N:26]=[CH:25][CH:24]=[CH:23][C:19]=1[C:20]([OH:22])=[O:21] |f:0.1|. Procedure: Sodium hydride dispersion, 60% by weight (2.54 grams, 63.47 mmol) is placed into a 125 ml round bottom flask equipped with a stir bar and condenser under nitrogen and is charged with 32 ml of dimethyl formamide. 3,4-Dichlorophenol (5.17 grams, 31.73 mmol) is added portionwise over five minutes. During this addition, an exotherm and vigorous gas evolution are observed. The reaction is allowed to stir for five minutes. 2-Chloronicotinic acid (5.00 grams, 31.73 mmol) is then added portionwise over ...